From a dataset of the Open Reaction Database (ORD), a public repository of structured organic reaction records. describe an organic reaction: reactants, conditions, products, and yield The reactants are C1CCOC1, COP(C)(=O)OC, [Li]CCCC, COC(=O)Cc1cccc(Cl)c1. The product is COP(=O)(CC(=O)Cc1cccc(Cl)c1)OC. As a reaction SMILES: [CH2:25]1[O:26][CH2:27][CH2:28][CH2:29]1.[CH3:1][P:2]([O:3][CH3:4])([O:5][CH3:6])=[O:7].[CH3:8][CH2:9][CH2:10][CH2:11][Li:12].[Cl:13][c:14]1[cH:15][c:16]([CH2:20][C:21](=[O:22])[O:23][CH3:24])[cH:17][cH:18][cH:19]1>>[CH2:1]([P:2]([O:3][CH3:4])([O:5][CH3:6])=[O:7])[C:21]([CH2:20][c:16]1[cH:15][c:14]([Cl:13])[cH:19][cH:18][cH:17]1)=[O:22].